From a dataset of the Open Reaction Database (ORD), a public repository of structured organic reaction records. describe an organic reaction: reactants, conditions, products, and yield Reaction SMILES: [CH3:1][O:2][C:3]1[CH:4]=[C:5]([C:9]2(O)[C:17]3[C:12](=[CH:13][CH:14]=[CH:15][CH:16]=3)[CH2:11][CH2:10]2)[CH:6]=[CH:7][CH:8]=1.C1(C)C=CC(S(O)(=O)=O)=CC=1>C1(C)C=CC=CC=1>[CH3:1][O:2][C:3]1[CH:4]=[C:5]([CH:9]2[C:17]3[C:12](=[CH:13][CH:14]=[CH:15][CH:16]=3)[CH:11]=[CH:10]2)[CH:6]=[CH:7][CH:8]=1. The yield is 80.5%. Yields the product COC=1C=C(C=CC1)C1C=CC2=CC=CC=C12 (1-(3-methoxyphenyl)-indene). Starting materials: COC=1C=C(C=CC1)C1(CCC2=CC=CC=C12)O (1-(3-methoxyphenyl)-indan-1-ol), C1(=CC=C(C=C1)S(=O)(=O)O)C (p-toluene sulfonicacid). The solvent is C1(=CC=CC=C1)C (toluene). Procedure details: To a mixture of 23 g (0.095 mol) of 1-(3-methoxyphenyl)-indan-1-ol and 100 mg of p-toluene sulfonicacid was added 1 L of toluene and the mixture was placed on a Rotovap® and the solvent was distilled in vacuo (40 mm) until an oil residue was obtained. The oil was chromatographed (silica, 1:1 hexane/methylene chloride) to afford 17.0 g (80.1%) of 1-(3-methoxyphenyl)-indene as a pale yellow oil. The reactants are N1CCOCC1 (morpholine), CCN(C(C)C)C(C)C (DIPEA), ClC1=NC(=NC=N1)NC=1C=C(C=CC1)CS(=O)(=O)N (3-[(4-Chloro-1,3,5-triazin-2-yl)amino]benzenemethanesulfonamide). Run in C1CCOC1 (THF), CC(C)O (iPrOH). Reaction conditions: temperature 60 celsius. Yields the product N1(CCOCC1)C1=NC(=NC=N1)NC=1C=C(C=CC1)CS(=O)(=O)N (3-[(4-(Morpholin-4-yl)-1,3,5-triazin-2-yl)amino]benzenemethane sulfonamide). Reaction SMILES: Cl[C:2]1[N:7]=[CH:6][N:5]=[C:4]([NH:8][C:9]2[CH:10]=[C:11]([CH2:15][S:16]([NH2:19])(=[O:18])=[O:17])[CH:12]=[CH:13][CH:14]=2)[N:3]=1.[NH:20]1[CH2:25][CH2:24][O:23][CH2:22][CH2:21]1.CCN(C(C)C)C(C)C>C1COCC1.CC(O)C>[N:20]1([C:2]2[N:7]=[CH:6][N:5]=[C:4]([NH:8][C:9]3[CH:10]=[C:11]([CH2:15][S:16]([NH2:19])(=[O:18])=[O:17])[CH:12]=[CH:13][CH:14]=3)[N:3]=2)[CH2:25][CH2:24][O:23][CH2:22][CH2:21]1. Reported procedure: To a solution of triazine A1 (300 mg, 1.0 mmol) in a mixture of THF (4 mL) and iPrOH (4 mL) were added morpholine (87 mg, 1.0 mmol) and DIPEA (200 μL, 1.15 mmol). The mixture was heated for 2 hours at 60° C. and the solvent removed under reduced pressure. The residue was treated with MeOH and the solid title compound (B10) collected by filtration, washed with MeOH, and dried in vacuo. Yield: 93.3 mg (27%), colorless amorphous solid. MS (ES) C14H18N6O3S requires: 350. found: 351 (M+H)+.